Dataset: the Open Reaction Database (ORD), a public repository of structured organic reaction records. Task: describe an organic reaction: reactants, conditions, products, and yield Starting materials: O (Water), C(O)([O-])=O.[Na+] (sodium hydrogencarbonate), ClC1=C(C(=O)O)C=CC(=C1)I (2-Chloro-4-iodobenzoic acid). Solvent: O1CCCC1 (tetrahydrofuran), O1CCCC1 (tetrahydrofuran). Reaction conditions: time 3 day. The product is ClC1=C(C=CC(=C1)I)CO ((2-chloro-4-iodophenyl)methanol). The yield is 100.0%. RXN SMILES: [Cl:1][C:2]1[CH:10]=[C:9]([I:11])[CH:8]=[CH:7][C:3]=1[C:4](O)=[O:5].O.C(=O)([O-])O.[Na+]>O1CCCC1>[Cl:1][C:2]1[CH:10]=[C:9]([I:11])[CH:8]=[CH:7][C:3]=1[CH2:4][OH:5] |f:2.3|. Procedure details: 2-Chloro-4-iodobenzoic acid (5.0 g, 18 mmol) was dissolved in tetrahydrofuran (7 mL), and a solution of a borane-tetrahydrofuran complex in tetrahydrofuran (1 M, 21 mL, 23 mmol) was added at 0° C., followed by stirring at room temperature for 3 days. Water and a saturated aqueous sodium hydrogencarbonate solution were added to the reaction solution, followed by extraction with ethyl acetate. The organic layer was washed with a saturated aqueous sodium chloride solution, and dried over anhydrous ...